From a dataset of the Open Reaction Database (ORD), a public repository of structured organic reaction records. describe an organic reaction: reactants, conditions, products, and yield The reactants are Cc1csc2ccc(Br)cc12, CN1CCCC1=O, N#C[Cu]. The product is Cc1csc2ccc(C#N)cc12. RXN SMILES: [Br:4][c:5]1[cH:6][c:7]2[c:8]([s:9][cH:10][c:11]2[CH3:12])[cH:13][cH:14]1.[CH3:15][N:16]1[CH2:17][CH2:18][CH2:19][C:20]1=[O:21].[Cu:1][C:2]#[N:3]>>[C:2](#[N:3])[c:5]1[cH:6][c:7]2[c:8]([s:9][cH:10][c:11]2[CH3:12])[cH:13][cH:14]1. Starting materials: FC(C1(OCC(O1)CO)C(F)(F)F)(F)F (2,2-bis(trifluoromethyl)-4-hydroxymethyl-1,3-dioxolane), [Na] (sodium), [H-].[Na+] (sodium hydride), oil, C(C1=CC=CC=C1)(C1=CC=CC=C1)Br (Benzhydryl bromide). Run in CO (methanol), C1(=CC=CC=C1)C (toluene). Product: FC(C1(OCC(O1)COC(C1=CC=CC=C1)C1=CC=CC=C1)C(F)(F)F)(F)F (2,2-bis(trifluoromethyl)-4-diphenylmethoxymethyl-1,3-dioxolane). RXN SMILES: [F:1][C:2]([F:15])([F:14])[C:3]1([C:10]([F:13])([F:12])[F:11])[O:7][CH:6]([CH2:8][OH:9])[CH2:5][O:4]1.[H-].[Na+].[Na].[CH:19](Br)([C:26]1[CH:31]=[CH:30][CH:29]=[CH:28][CH:27]=1)[C:20]1[CH:25]=[CH:24][CH:23]=[CH:22][CH:21]=1>C1(C)C=CC=CC=1.CO>[F:13][C:10]([F:11])([F:12])[C:3]1([C:2]([F:1])([F:14])[F:15])[O:7][CH:6]([CH2:8][O:9][CH:19]([C:20]2[CH:25]=[CH:24][CH:23]=[CH:22][CH:21]=2)[C:26]2[CH:31]=[CH:30][CH:29]=[CH:28][CH:27]=2)[CH2:5][O:4]1 |f:1.2,^1:17|. Procedure: A sample of 12 grams (0.05 mols) of 2,2-bis(trifluoromethyl)-4-hydroxymethyl-1,3-dioxolane in 50 ml toluene is treted with 1.93 grams sodium hydride - mineral oil (53.4%, 0.043 mols) at 25°-33° C. The sodium salt is stirred for 2 hours at 35° C. Benzhydryl bromide, 10.6 grams, (0.043 mols) is added at 37° C. and then the temperature is raised to 75°-95° C. for 3 hours. The mixture is filtered and the filtrate washed with water. Vacuum-stripping gives an oil which is dissolved in methanol and cla... Reactants: C(C)(=O)[O-].[K+] (Potassium acetate), [I-].[K+] (potassium iodide), ClCC=1N(C2=C(C(=NC=3C=CC=CC23)N)N1)CC1CCOCC1 (2-(chloromethyl)-1-(tetrahydro-2H-pyran-4-ylmethyl)-1H-imidazo[4,5-c]quinolin-4-amine), O.[OH-].[Li+] (lithium hydroxide monohydrate). As a reaction SMILES: [C:1]([O-:4])(=O)[CH3:2].[K+].[I-].[K+].ClCC1[N:11]([CH2:24][CH:25]2[CH2:30][CH2:29][O:28][CH2:27][CH2:26]2)[C:12]2[C:21]3[CH:20]=[CH:19][CH:18]=[CH:17][C:16]=3[N:15]=[C:14]([NH2:22])[C:13]=2[N:23]=1.O.[OH-].[Li+]>O>[NH2:22][C:14]1[C:13]2[N:23]=[C:2]([CH2:1][OH:4])[N:11]([CH2:24][CH:25]3[CH2:30][CH2:29][O:28][CH2:27][CH2:26]3)[C:12]=2[C:21]2[CH:20]=[CH:19][CH:18]=[CH:17][C:16]=2[N:15]=1 |f:0.1,2.3,5.6.7|. The solvent is O (water). Yields the product NC1=NC=2C=CC=CC2C2=C1N=C(N2CC2CCOCC2)CO ([4-amino-1-(tetrahydro-2H-pyran-4-ylmethyl)-1H-imidazo[4,5-c]quinolin-2-yl]methanol). Reported procedure: Potassium acetate (0.41 g, 4.16 mmol) and potassium iodide (0.28 g, 1.66 mmol) were added to a stirring solution of 2-(chloromethyl)-1-(tetrahydro-2H-pyran-4-ylmethyl)-1H-imidazo[4,5-c]quinolin-4-amine (0.55 g, 1.66 mmol) and the resulting suspension was heated to 50° C. After 17 hours, the suspension was cooled to ambient temperature and concentrated under reduced pressure. The residue was suspended in methanol (10 mL) and water (5 mL) and lithium hydroxide monohydrate (0.35 g, 8.31 mmol) was a... Reaction conditions: temperature 50 celsius, time 17 hour. The yield is 38.6%. Reactants: CC=1N=CNC1C(CBr)=O (1-(4-methyl-5-imidazolyl)-2-bromoethanone), C(N)(=N)NC(=S)N (amidinothiourea). Run in CC(=O)C (acetone). The product is Br.N(C(=N)N)C=1SC=C(N1)C1=C(N=CN1)C (2-Guanidino-4-(4-methyl-5-imidazolyl)thiazole hydrobromide). Reaction SMILES: [CH3:1][C:2]1[N:3]=[CH:4][NH:5][C:6]=1[C:7](=O)[CH2:8][Br:9].[C:11]([NH:14][C:15]([NH2:17])=[S:16])(=[NH:13])[NH2:12]>CC(C)=O>[BrH:9].[NH:14]([C:15]1[S:16][CH:8]=[C:7]([C:6]2[NH:5][CH:4]=[N:3][C:2]=2[CH3:1])[N:17]=1)[C:11]([NH2:13])=[NH:12] |f:3.4|. Procedure: A mixture of 1.65 g (8.13 mmol) of 1-(4-methyl-5-imidazolyl)-2-bromoethanone in 165 ml of acetone was heated until homogeneous. 0.96 g (8.13 mmol) of amidinothiourea was added and the mixture was heated at reflux for 1 hour. The mixture was allowed to cool to room temperature and the resulting precipitate was collected by filtration. This solid amounted to 0.98 g (40%) of 2-guanidino-4-(4-methyl-5-imidazolyl)thiazole hydrobromide, mp 245° (dc); nmr D6DMSO) (δ): 8.52 (s, 1H); 7.67 (b, 4H); 7.20 (... Product: C(C)(C)(C)OC(=O)N[C@H]([C@@H](C(=O)OC)O)CC(C)C (Methyl 3(S)-t-butoxycarbonylamino-2(S)-hydroxy-5-methylhexanoate). Solvent: C(C)OCC (diethyl ether). Procedure details: A solution of 1.00 g (3.8 mmole) of 3(S)-t-butoxycarbonylamino-2-hydroxy-5-methylhexanoic acid prepared by the method of R. L. Johnson [J. Med. Chem., 25, 605 (1982)] in 30 ml, of methanol was stirred, whilst cooling with ice, and then a diethyl ether solution of diazomethane was added and the mixture was stirred at room temperature for 1 hour. The solvent was then distilled off and the resulting solid was recrystallized from hexane to give 952 mg of the title product as colorless needles, melti... RXN SMILES: [C:1]([O:5][C:6]([NH:8][C@@H:9]([CH2:15][CH:16]([CH3:18])[CH3:17])[CH:10]([OH:14])[C:11]([OH:13])=[O:12])=[O:7])([CH3:4])([CH3:3])[CH3:2].CO.[N+](=[CH2:23])=[N-]>C(OCC)C>[C:1]([O:5][C:6]([NH:8][C@@H:9]([CH2:15][CH:16]([CH3:18])[CH3:17])[C@H:10]([OH:14])[C:11]([O:13][CH3:23])=[O:12])=[O:7])([CH3:4])([CH3:3])[CH3:2]. Reaction conditions: time 1 hour. The reactants are C(C)(C)(C)OC(=O)N[C@H](C(C(=O)O)O)CC(C)C (3(S)-t-butoxycarbonylamino-2-hydroxy-5-methylhexanoic acid), [N+](=[N-])=C (diazomethane), CO (methanol). Starting materials: NC=1N=C(C2=C(N1)OC=C2CN(C2=CC=CC=C2)C2=CC=CC=C2)N (N-[(2,4-diaminofuro[2,3-d]pyrimidin-5-yl)methyl]-N,N-diphenylamine), NC=1N=C(C2=C(N1)OC=C2CCl)N (2,4-diamino-5-chloromethylfuro[2,3-d]pyrimidine), C1=CC=CC=2NC3=CC=CC=C3CC12 (9,10-dihydroacridine), [H-].[Na+] (NaH). Product: NC=1N=C(C2=C(N1)OC=C2CN2C=1C=CC=CC1CC1=CC=CC=C21)N (N-[(2,4-Diaminofuro[2,3-d]pyrimidin-5-yl)methyl]-9,10-dihydroacridine). As a reaction SMILES: [NH2:1][C:2]1[N:3]=[C:4]([NH2:25])[C:5]2[C:10]([CH2:11][N:12]([C:19]3[CH:24]=[CH:23][CH:22]=[CH:21][CH:20]=3)[C:13]3[CH:18]=[CH:17][CH:16]=[CH:15][CH:14]=3)=[CH:9][O:8][C:6]=2[N:7]=1.[CH:26]1C2CC3C(=CC=CC=3)NC=2C=CC=1.[H-].[Na+].NC1N=C(N)C2C(CCl)=COC=2N=1>>[NH2:1][C:2]1[N:3]=[C:4]([NH2:25])[C:5]2[C:10]([CH2:11][N:12]3[C:19]4[C:20](=[CH:21][CH:22]=[CH:23][CH:24]=4)[CH2:26][C:14]4[CH:15]=[CH:16][CH:17]=[CH:18][C:13]3=4)=[CH:9][O:8][C:6]=2[N:7]=1 |f:2.3|. Reported procedure: N-[(2,4-Diaminofuro[2,3-d]pyrimidin-5-yl)methyl]-9,10-dihydroacridine (Formula I: Ar=2,4-diaminofuro[2,3-d]pyrimidin-5-yl; W=CH2; X=N; Z=CH2; m=n=0) is prepared similarly to N-[(2,4-diaminofuro[2,3-d]pyrimidin-5-yl)methyl]-N,N-diphenylamine as disclosed in Example 11 above by using 9,10-dihydroacridine (134 mg, 0.8 mmol), NaH (50 mg, 2.1 mmol), and 2,4-diamino-5-chloromethylfuro[2,3-d]pyrimidine (60 mg, 0.3 mmol). The product can be purified by chromatography. The reactants are O=C(n1ccnc1)n1ccnc1, Cc1ccccc1, Nc1ccc(Cl)cc1C(O)(C#CC1CC1)C(F)(F)F. Product: O=C1Nc2ccc(Cl)cc2C(C#CC2CC2)(C(F)(F)F)O1. Reaction SMILES: [C:20](=[O:21])([n:22]1[cH:23][cH:24][n:25][cH:26]1)[n:27]1[cH:28][cH:29][n:30][cH:31]1.[CH3:32][c:33]1[cH:34][cH:35][cH:36][cH:37][cH:38]1.[Cl:1][c:2]1[cH:3][c:4]([C:9]([C:10]([F:11])([F:12])[F:13])([C:14]#[C:15][CH:16]2[CH2:17][CH2:18]2)[OH:19])[c:5]([NH2:6])[cH:7][cH:8]1>>[Cl:1][c:2]1[cH:3][c:4]2[c:5]([cH:7][cH:8]1)[NH:6][C:20](=[O:21])[O:19][C:9]2([C:10]([F:11])([F:12])[F:13])[C:14]#[C:15][CH:16]1[CH2:17][CH2:18]1. The reactants are [H+].[H+].Cl[Pt-2](Cl)(Cl)(Cl)(Cl)Cl (chloroplatinic acid), C=CC1=CC=CC=C1 (styrene), C([O-])(O)=O.[Na+] (sodium bicarbonate), [Pt] (platinum). Run in C(C)O (ethanol). Reaction conditions: temperature 55 celsius. Product: [Pt].C=CC1=CC=CC=C1 (platinum styrene). Reaction SMILES: C(=O)(O)[O-].[Na+].[H+].[H+].Cl[Pt-2:9](Cl)(Cl)(Cl)(Cl)Cl.[CH2:15]=[CH:16][C:17]1[CH:22]=[CH:21][CH:20]=[CH:19][CH:18]=1.[Pt]>C(O)C>[Pt:9].[CH2:15]=[CH:16][C:17]1[CH:22]=[CH:21][CH:20]=[CH:19][CH:18]=1 |f:0.1,2.3.4,8.9|. Procedure: The platinum-styrene complex used in the following examples is prepared by adding 6 parts of sodium bicarbonate to a mixture containing 3 parts of chloroplatinic acid (H2PtCl6.6H2O), 6 parts of styrene and 50 parts of ethanol. The mixture is heated to reflux temperature (about 55° C.), and then refluxed for about 35 minutes with agitation, and then cooled to room temperature. The resultant mixture is filtered and the crystals thus obtained washed with about 30 parts of acetone. After adding abou...